From a dataset of the Open Reaction Database (ORD), a public repository of structured organic reaction records. describe an organic reaction: reactants, conditions, products, and yield Starting materials: C1(CCCC1)N1C2=C(N(C(C(C1)(F)F)=O)C)C=NC(=N2)NC2=C(C=C(C(=O)O)C=C2)OC (4-(9-cyclopentyl-7,7-difluoro-5-methyl-6-oxo-6,7,8,9-tetrahydro-5H-pyrimido[4,5-b][1,4]diazepin-2-yl-amino)-3-methoxy-benzoic acid), N-[(dimethylamino)-1H-1,2,3-triazolo[4,5-b]pyridine-1-ylmethylene]-N-methylmethanaminiumhexafluorophosphate N-oxide, C(C)N(C(C)C)C(C)C (ethyldiisopropyl amine), N1=CC=C(C=C1)N (pyridine-4-ylamine). Yield: 17.4%. Run at time 2 hour. Solvent: ClCCl (dichloromethane). Procedure: A mixture of 0.050 g (0.11 mmole) of 4-(9-cyclopentyl-7,7-difluoro-5-methyl-6-oxo-6,7,8,9-tetrahydro-5H-pyrimido[4,5-b][1,4]diazepin-2-yl-amino)-3-methoxy-benzoic acid (I-22), 0.048 g (0.12 mmole) of N-[(dimethylamino)-1H-1,2,3-triazolo[4,5-b]pyridine-1-ylmethylene]-N-methylmethanaminiumhexafluorophosphate N-oxide, 0.037 g (0.28 mmole) of ethyldiisopropyl amine, 0.016 g (0.17 mmole) of pyridine-4-ylamine and 0.5 ml of dichloromethane was stirred for 2 hours and then concentrated under reduced pr... Yields the product C1(CCCC1)N1C2=C(N(C(C(C1)(F)F)=O)C)C=NC(=N2)NC2=C(C=C(C(=O)NC=1C=NC=CC1)C=C2)OC (4-(9-cyclopentyl-7,7-difluoro-5-methyl-6-oxo-6,7,8,9-tetrahydro-5H-pyrimido[4,5-b][1,4]diazepin-2-ylamino)-3-methoxy-N-pyridin-3-yl-benzamide). Reaction SMILES: [CH:1]1([N:6]2[CH2:12][C:11]([F:14])([F:13])[C:10](=[O:15])[N:9]([CH3:16])[C:8]3[CH:17]=[N:18][C:19]([NH:21][C:22]4[CH:30]=[CH:29][C:25]([C:26]([OH:28])=O)=[CH:24][C:23]=4[O:31][CH3:32])=[N:20][C:7]2=3)[CH2:5][CH2:4][CH2:3][CH2:2]1.C([N:35](C(C)C)C(C)C)C.[N:42]1[CH:47]=[CH:46][C:45](N)=[CH:44][CH:43]=1>ClCCl>[CH:1]1([N:6]2[CH2:12][C:11]([F:13])([F:14])[C:10](=[O:15])[N:9]([CH3:16])[C:8]3[CH:17]=[N:18][C:19]([NH:21][C:22]4[CH:30]=[CH:29][C:25]([C:26]([NH:35][C:44]5[CH:43]=[N:42][CH:47]=[CH:46][CH:45]=5)=[O:28])=[CH:24][C:23]=4[O:31][CH3:32])=[N:20][C:7]2=3)[CH2:5][CH2:4][CH2:3][CH2:2]1. Starting materials: C(#N)C=1C2=C(C(=NC1NC1=C(C=C(C=C1)N1CCN(CC1)C(=O)OC(C)(C)C)C(F)(F)F)CC1=C(C=CC=C1Cl)Cl)N=CN2COCC[Si](C)(C)C (tert-butyl 4-(4-(7-cyano-4-(2,6-dichlorobenzyl)-1-((2-(trimethylsilyl)ethoxy)methyl)-1H-imidazo[4,5-c]pyridin-6-ylamino)-3-(trifluoromethyl)phenyl)piperazine-1-carboxylate), O (water), C([O-])(O)=O.[Na+] (sodium bicarbonate), O (water). Run in S(O)(O)(=O)=O (sulfuric acid). Run at temperature 95 celsius, time 20 minute. The product is ClC1=C(CC2=NC(=C(C3=C2N=CN3)C(=O)N)NC3=C(C=C(C=C3)N3CCNCC3)C(F)(F)F)C(=CC=C1)Cl (4-(2,6-dichlorobenzyl)-6-(4-(piperazin-1-yl)-2-(trifluoromethyl)phenylamino)-1H-imidazo[4,5-c]pyridine-7-carboxamide). As a reaction SMILES: [C:1]([C:3]1[C:4]2[N:44](COCC[Si](C)(C)C)[CH:43]=[N:42][C:5]=2[C:6]([CH2:33][C:34]2[C:39]([Cl:40])=[CH:38][CH:37]=[CH:36][C:35]=2[Cl:41])=[N:7][C:8]=1[NH:9][C:10]1[CH:15]=[CH:14][C:13]([N:16]2[CH2:21][CH2:20][N:19](C(OC(C)(C)C)=O)[CH2:18][CH2:17]2)=[CH:12][C:11]=1[C:29]([F:32])([F:31])[F:30])#[N:2].O.C(=O)(O)[O-:55].[Na+]>S(=O)(=O)(O)O>[Cl:41][C:35]1[CH:36]=[CH:37][CH:38]=[C:39]([Cl:40])[C:34]=1[CH2:33][C:6]1[C:5]2[N:42]=[CH:43][NH:44][C:4]=2[C:3]([C:1]([NH2:2])=[O:55])=[C:8]([NH:9][C:10]2[CH:15]=[CH:14][C:13]([N:16]3[CH2:17][CH2:18][NH:19][CH2:20][CH2:21]3)=[CH:12][C:11]=2[C:29]([F:31])([F:32])[F:30])[N:7]=1 |f:2.3|. Procedure details: To a solution of the product of Example 22B (150 mg, 0.2 mmol) in concentrated sulfuric acid (5 mL) was added water (1 mL) at 0° C. and the mixture was stirred at 95° C. for 20 minutes. After cooling to ambient temperature, water (3 mL) was added. The mixture was adjusted to pH 8-9 with saturated aqueous sodium bicarbonate solution and extracted with dichloromethane (3×20 mL). The organic layers were concentrated and the residue was purified by preparative HPLC using a gradient of 10/90 to 80/20... The product is C(C)OC(=O)C1(CC1)C1=CC=C(C=C1)C1=CC=C(C=C1)C1=C(C(=NO1)C)NC1=CC=CC(=N1)C1=CC=NC=C1 (1-{4′-[4-([2,4]Bipyridinyl-6-ylamino)-3-methyl-isoxazol-5-yl]-biphenyl-4-yl}-cyclopropanecarboxylic acid ethyl ester). The reactants are C(C)OC(=O)C1(CC1)C1=CC=C(C=C1)C1=CC=C(C=C1)C1=C(C(=NO1)C)NC1=NC(=CC=C1)Br (1-{4′-[4-(6-bromo-pyridin-2-ylamino)-3-methyl-isoxazol-5-yl]-biphenyl-4-yl}-cyclopropanecarboxylic acid ethyl ester), N1=CC=C(C=C1)B(O)O (pyridine-4-boronic acid). Procedure details: Prepared according to the procedure described in Example 42, Step 2, using 1-{4′-[4-(6-bromo-pyridin-2-ylamino)-3-methyl-isoxazol-5-yl]-biphenyl-4-yl}-cyclopropanecarboxylic acid ethyl ester and pyridine-4-boronic acid. As a reaction SMILES: [CH2:1]([O:3][C:4]([C:6]1([C:9]2[CH:14]=[CH:13][C:12]([C:15]3[CH:20]=[CH:19][C:18]([C:21]4[O:25][N:24]=[C:23]([CH3:26])[C:22]=4[NH:27][C:28]4[CH:33]=[CH:32][CH:31]=[C:30](Br)[N:29]=4)=[CH:17][CH:16]=3)=[CH:11][CH:10]=2)[CH2:8][CH2:7]1)=[O:5])[CH3:2].[N:35]1[CH:40]=[CH:39][C:38](B(O)O)=[CH:37][CH:36]=1>>[CH2:1]([O:3][C:4]([C:6]1([C:9]2[CH:14]=[CH:13][C:12]([C:15]3[CH:20]=[CH:19][C:18]([C:21]4[O:25][N:24]=[C:23]([CH3:26])[C:22]=4[NH:27][C:28]4[N:29]=[C:30]([C:38]5[CH:39]=[CH:40][N:35]=[CH:36][CH:37]=5)[CH:31]=[CH:32][CH:33]=4)=[CH:17][CH:16]=3)=[CH:11][CH:10]=2)[CH2:8][CH2:7]1)=[O:5])[CH3:2]. Reactants: C(C)(C)[Si](O[C@@H]1CN(CCC1)C1=NN=C2N1C=C(C=C2)O[C@@H]2CC[C@@H](C1=CC=CC=C21)N)(C(C)C)C(C)C ((1S,4R)-4-[3-((S)-3-Triisopropylsilanyloxy-piperidin-1-yl)-[1,2,4]triazolo[4,3-a]pyridin-6-yloxy]-1,2,3,4-tetrahydro-naphthalen-1-ylamine), CCN(C(C)C)C(C)C (DIPEA), ClC(COC(NC=1N(N=C(C1)C(C)(C)C)C1=CC=C(C=C1)C)=O)(Cl)Cl ((5-tert-butyl-2-p-tolyl-2H-pyrazol-3-yl)-carbamic acid 2,2,2-trichloro-ethyl ester). The solvent is O1CCOCC1 (1,4-dioxane). Product: C(C)(C)(C)C=1C=C(N(N1)C1=CC=C(C=C1)C)NC(=O)N[C@H]1CC[C@H](C2=CC=CC=C12)OC=1C=CC=2N(C1)C(=NN2)N2C[C@H](CCC2)O[Si](C(C)C)(C(C)C)C(C)C (1-(5-tert-Butyl-2-p-tolyl-2H-pyrazol-3-yl)-3-{(1S,4R)-4-[3-((S)-3-triisopropylsilanyloxy-piperidin-1-yl)-[1,2,4]triazolo[4,3-a]pyridin-6-yloxy]-1,2,3,4-tetrahydro-naphthalen-1-yl}-urea). Isolated yield 60.0%. RXN SMILES: [CH:1]([Si:4]([CH:36]([CH3:38])[CH3:37])([CH:33]([CH3:35])[CH3:34])[O:5][C@H:6]1[CH2:11][CH2:10][CH2:9][N:8]([C:12]2[N:16]3[CH:17]=[C:18]([O:21][C@H:22]4[C:31]5[C:26](=[CH:27][CH:28]=[CH:29][CH:30]=5)[C@@H:25]([NH2:32])[CH2:24][CH2:23]4)[CH:19]=[CH:20][C:15]3=[N:14][N:13]=2)[CH2:7]1)([CH3:3])[CH3:2].ClC(Cl)(Cl)C[O:42][C:43](=O)[NH:44][C:45]1[N:46]([C:54]2[CH:59]=[CH:58][C:57]([CH3:60])=[CH:56][CH:55]=2)[N:47]=[C:48]([C:50]([CH3:53])([CH3:52])[CH3:51])[CH:49]=1.CCN(C(C)C)C(C)C>O1CCOCC1>[C:50]([C:48]1[CH:49]=[C:45]([NH:44][C:43]([NH:32][C@@H:25]2[C:26]3[C:31](=[CH:30][CH:29]=[CH:28][CH:27]=3)[C@H:22]([O:21][C:18]3[CH:19]=[CH:20][C:15]4[N:16]([C:12]([N:8]5[CH2:9][CH2:10][CH2:11][C@H:6]([O:5][Si:4]([CH:1]([CH3:3])[CH3:2])([CH:33]([CH3:35])[CH3:34])[CH:36]([CH3:38])[CH3:37])[CH2:7]5)=[N:13][N:14]=4)[CH:17]=3)[CH2:23][CH2:24]2)=[O:42])[N:46]([C:54]2[CH:59]=[CH:58][C:57]([CH3:60])=[CH:56][CH:55]=2)[N:47]=1)([CH3:53])([CH3:51])[CH3:52]. Reported procedure: A solution of Intermediate 63c (140 mg, 0.261 mmol) and (5-tert-butyl-2-p-tolyl-2H-pyrazol-3-yl)-carbamic acid 2,2,2-trichloro-ethyl ester (Synthetic Communications, 2009, 39, 3999-4009, which is incorporated herein by reference in its entirety; 106 mg, 0.261 mmol) in 1,4-dioxane (3 mL) and DIPEA (70 μL, 0.4 mmol) was stirred at 90° C. for 3 h. The cooled mixture was concentrated in vacuo. The residue was purified by FCC, using 0-10% MeOH in DCM, to give the title compound as a pale brown gum (1... Reactants: C(C)(C)(C)OC(N(CCOC)CC=1C=NC(=CC1)C1=CC2=NC=CC(=C2S1)OC1=C(C=C(C=C1)NC(=O)NS(=O)(=O)C1CC1)F)=O (tert-butyl(6-(7-(4-(3-(cyclopropylsulfonyl)ureido)-2-fluorophenoxy)thieno[3,2-b]pyridin-2-yl)pyridin-3-yl)methyl(2-methoxyethyl)carbamate), Cl (HCl), O1CCOCC1 (dioxane), C(=O)(O)[O-].[Na+] (NaHCO3). Run in C(Cl)Cl (DCM), CCOC(=O)C (EtOAc). Reaction conditions: time 4 hour. The product is FC=1C=C(C=CC1OC1=C2C(=NC=C1)C=C(S2)C2=NC=C(C=C2)CNCCOC)NC(=O)NS(=O)(=O)C2CC2 (N-(3-fluoro-4-(2-(5-((2-methoxyethylamino)methyl)pyridin-2-yl)thieno[3,2-b]pyridin-7-yloxy)phenylcarbamoyl)cyclopropanesulfonamide). As a reaction SMILES: C(OC(=O)[N:7]([CH2:12][C:13]1[CH:14]=[N:15][C:16]([C:19]2[S:27][C:26]3[C:21](=[N:22][CH:23]=[CH:24][C:25]=3[O:28][C:29]3[CH:34]=[CH:33][C:32]([NH:35][C:36]([NH:38][S:39]([CH:42]4[CH2:44][CH2:43]4)(=[O:41])=[O:40])=[O:37])=[CH:31][C:30]=3[F:45])[CH:20]=2)=[CH:17][CH:18]=1)[CH2:8][CH2:9][O:10][CH3:11])(C)(C)C.Cl.O1CCOCC1.C([O-])(O)=O.[Na+]>C(Cl)Cl.CCOC(C)=O>[F:45][C:30]1[CH:31]=[C:32]([NH:35][C:36]([NH:38][S:39]([CH:42]2[CH2:43][CH2:44]2)(=[O:40])=[O:41])=[O:37])[CH:33]=[CH:34][C:29]=1[O:28][C:25]1[CH:24]=[CH:23][N:22]=[C:21]2[CH:20]=[C:19]([C:16]3[CH:17]=[CH:18][C:13]([CH2:12][NH:7][CH2:8][CH2:9][O:10][CH3:11])=[CH:14][N:15]=3)[S:27][C:26]=12 |f:3.4|. Reported procedure: To a solution of the 375 (140 mg, 0.208 mmol) in DCM (5 ml) was added HCl in dioxane (0.5 ml, 2 mmol, 9.6 eq, 4M in dioxane) and the reaction mixture was stirred for 4 hours. The mixture was diluted with EtOAc, made basic with NaHCO3 solution and extracted with EtOAc/acetone. The organic phase was collected and discarded. The aqueous phase was concentrated and the residue was suspended in a mixture of DCM and acetone. The solution phase was collected, dried with Na2SO4, filtered and concentrated... Starting materials: CCOC(C)=O, CCCCc1nnc(OC2CCN(C)CC2)cc1-c1ccc(OCc2ccccc2)c(OC)c1, CO, [H][H]. The product is CCCCc1nnc(OC2CCN(C)CC2)cc1-c1ccc(O)c(OC)c1. As a reaction SMILES: [C:37]([O:38][CH2:39][CH3:40])(=[O:41])[CH3:42].[CH2:1]([c:2]1[cH:3][cH:4][cH:5][cH:6][cH:7]1)[O:8][c:9]1[c:10]([O:33][CH3:34])[cH:11][c:12](-[c:15]2[c:16]([CH2:29][CH2:30][CH2:31][CH3:32])[n:17][n:18][c:19]([O:21][CH:22]3[CH2:23][CH2:24][N:25]([CH3:28])[CH2:26][CH2:27]3)[cH:20]2)[cH:13][cH:14]1.[CH3:43][OH:44].[H:35][H:36]>>[OH:8][c:9]1[c:10]([O:33][CH3:34])[cH:11][c:12](-[c:15]2[c:16]([CH2:29][CH2:30][CH2:31][CH3:32])[n:17][n:18][c:19]([O:21][CH:22]3[CH2:23][CH2:24][N:25]([CH3:28])[CH2:26][CH2:27]3)[cH:20]2)[cH:13][cH:14]1. The reactants are CC=O, NC(Cc1ccccc1)C(=O)O. Reaction SMILES: [CH:13]([CH3:14])=[O:15].[NH2:1][CH:2]([CH2:3][c:4]1[cH:5][cH:6][cH:7][cH:8][cH:9]1)[C:10]([OH:11])=[O:12]>>[NH:1]([CH:2]([CH2:3][c:4]1[cH:5][cH:6][cH:7][cH:8][cH:9]1)[C:10]([OH:11])=[O:12])[CH2:13][CH3:14]. Yields the product CCNC(Cc1ccccc1)C(=O)O. Reactants: BrC1=C(C=CC=2N(N=NC21)CC(C)C)C2=CC=C(C=C2)CCl (4-Bromo-5-[4-(chloromethyl)phenyl]-1-(2-methylpropyl)-1H-benzotriazole), CN1C(NCC1=O)=O (3-methylimidazolidine-2,4-dione), C([O-])([O-])=O.[K+].[K+] (potassium carbonate). Run in C(C)#N (acetonitrile), ClCCl (dichloromethane). Reaction conditions: temperature 50 celsius. Product: BrC1=C(C=CC=2N(N=NC21)CC(C)C)C2=CC=C(CN1C(N(C(C1)=O)C)=O)C=C2 (1-{4-[4-bromo-1-(2-methylpropyl)-1H-benzotriazol-5-yl]benzyl}-3-methylimidazolidine-2,4-dione). As a reaction SMILES: [Br:1][C:2]1[C:10]2[N:9]=[N:8][N:7]([CH2:11][CH:12]([CH3:14])[CH3:13])[C:6]=2[CH:5]=[CH:4][C:3]=1[C:15]1[CH:20]=[CH:19][C:18]([CH2:21]Cl)=[CH:17][CH:16]=1.[CH3:23][N:24]1[C:28](=[O:29])[CH2:27][NH:26][C:25]1=[O:30].C(=O)([O-])[O-].[K+].[K+]>C(#N)C.ClCCl>[Br:1][C:2]1[C:10]2[N:9]=[N:8][N:7]([CH2:11][CH:12]([CH3:14])[CH3:13])[C:6]=2[CH:5]=[CH:4][C:3]=1[C:15]1[CH:20]=[CH:19][C:18]([CH2:21][N:26]2[CH2:27][C:28](=[O:29])[N:24]([CH3:23])[C:25]2=[O:30])=[CH:17][CH:16]=1 |f:2.3.4|. Procedure details: 4-Bromo-5-[4-(chloromethyl)phenyl]-1-(2-methylpropyl)-1H-benzotriazole (170 mg, 0.449 mmol), 3-methylimidazolidine-2,4-dione (102 mg, 0.898 mmol) and potassium carbonate (186 mg, 1.347 mmol) were combined in acetonitrile (3 ml) and heated at 50° C. for 16 hours. The mixture was cooled to ambient temperature, diluted with dichloromethane and filtered. The filtrate was washed with aqueous saturated ammonium chloride and brine. The organic extract was dried with sodium sulfate, filtered, and concen... The reactants are Cl (HCl), C(C)(C)(C)OC(=O)N1CC2C(C=3C(=C(SC3C2)Cl)C#N)C1 (2-Chloro-3-cyano-3b,6,6a,7-tetrahydro-4H-1-thia-5-aza-cyclopenta[α]pentalene-5-carboxylic acid tert-butyl ester). Product: ClC=1SC=2CC3C(C2C1C#N)CNC3 (2-Chloro-3b,4,5,6,6a,7-hexahydro-1-thia-5-aza-cyclopenta[α]pentalene-3-carbonitrile). RXN SMILES: Cl.C(OC([N:9]1[CH2:22][CH:12]2[C:13]3[C:14]([C:20]#[N:21])=[C:15]([Cl:19])[S:16][C:17]=3[CH2:18][CH:11]2[CH2:10]1)=O)(C)(C)C>>[Cl:19][C:15]1[S:16][C:17]2[CH2:18][CH:11]3[CH2:10][NH:9][CH2:22][CH:12]3[C:13]=2[C:14]=1[C:20]#[N:21]. Procedure details: The title compound was prepared as its HCl salt by the method of Example 1, step b) utilizing the product of step d). 1H NMR (300 MHz, CDCl3, ppm) 2.75-2.82 (m, 1H); 2.92-3.05 (m, 1H); 3.12-3.45 (m, 4H); 3.50-3.62 (m, 1H); 3.82-3.95 (m, 1H); 7.10-7.30 (br s, 2H); MS calculated for C10H9ClN2S+H 225, observed 225. Reactants: C1CCOC1, C[Sn](C)(C)Cl, Fc1ccccn1, [Li]. The product is C[Sn](C)(C)c1cccnc1F. As a reaction SMILES: [CH2:14]1[O:15][CH2:16][CH2:17][CH2:18]1.[CH3:9][Sn:10]([CH3:11])([CH3:12])[Cl:13].[F:1][c:2]1[n:3][cH:4][cH:5][cH:6][cH:7]1.[Li:8]>>[F:1][c:2]1[n:3][cH:4][cH:5][cH:6][c:7]1[Sn:10]([CH3:9])([CH3:11])[CH3:12].